Dataset: the Open Reaction Database (ORD), a public repository of structured organic reaction records. Task: describe an organic reaction: reactants, conditions, products, and yield Reactants: FC=1C=C(C=CC1F)C=1C(CC(NN1)=O)C (6-(3,4-difluorophenyl)-4,5-dihydro-5-methyl-3(2H)-pyridazinone), N1CCNCC1 (piperazine). Run in ClCCl (dichloromethane). The product is FC=1C=C(C=CC1N1CCNCC1)C=1C(CC(NN1)=O)C (6-[3-fluoro-4-(piperazin-1-yl)-phenyl]-4,5-dihydro-5-methyl-3(2H)-pyridazinone). The yield is 54.1%. Reaction SMILES: [F:1][C:2]1[CH:3]=[C:4]([C:9]2[CH:10]([CH3:16])[CH2:11][C:12](=[O:15])[NH:13][N:14]=2)[CH:5]=[CH:6][C:7]=1F.[NH:17]1[CH2:22][CH2:21][NH:20][CH2:19][CH2:18]1>ClCCl>[F:1][C:2]1[CH:3]=[C:4]([C:9]2[CH:10]([CH3:16])[CH2:11][C:12](=[O:15])[NH:13][N:14]=2)[CH:5]=[CH:6][C:7]=1[N:17]1[CH2:22][CH2:21][NH:20][CH2:19][CH2:18]1. Procedure: 5.0 g (22.3 mmol) of 6-(3,4-difluorophenyl)-4,5-dihydro-5-methyl-3(2H)-pyridazinone and 19.2 g (222 mmol) of piperazine are stirred at 160° C. for 15 hours. When the reaction mixture has cooled down, it is taken up with 200 ml of dichloromethane and washed with 3×30 ml of water. After drying, the organic phase is concentrated by evaporation and the residue is crystallized with methanol. The solid obtained is suction filtered and recrystallized from ethyl acetate. 3.5 g (54%) of colourless crysta...